Task: describe an organic reaction: reactants, conditions, products, and yield. Dataset: the Open Reaction Database (ORD), a public repository of structured organic reaction records Reactants: [BH4-].[Na+] (sodium borohydride), C(C)(C)C1C(C2=C(C=CC=C2C1)C1=CC=C(C=C1)C(C)(C)C)=O (2-isopropyl-7-(4′-tert-butylphenyl)-1-indanone), C1(=CC=CC=C1)C (toluene), S(O)(O)(=O)=O (sulfuric acid). Run in CO (methanol). Run at temperature 50 celsius, time 6 hour. Product: C(C)(C)C=1CC2=CC=CC(=C2C1)C1=CC=C(C=C1)C(C)(C)C (2-isopropyl-4-(4′-tert-butylphenyl)indene). The yield is 96.3%. RXN SMILES: [BH4-].[Na+].[CH:3]([CH:6]1[CH2:14][C:13]2[C:8](=[C:9]([C:15]3[CH:20]=[CH:19][C:18]([C:21]([CH3:24])([CH3:23])[CH3:22])=[CH:17][CH:16]=3)[CH:10]=[CH:11][CH:12]=2)[C:7]1=O)([CH3:5])[CH3:4].C1(C)C=CC=CC=1.S(=O)(=O)(O)O>CO>[CH:3]([C:6]1[CH2:14][C:13]2[C:8]([CH:7]=1)=[C:9]([C:15]1[CH:20]=[CH:19][C:18]([C:21]([CH3:23])([CH3:22])[CH3:24])=[CH:17][CH:16]=1)[CH:10]=[CH:11][CH:12]=2)([CH3:5])[CH3:4] |f:0.1|. Procedure: 4.83 g of sodium borohydride and 39.1 g of 2-isopropyl-7-(4′-tert-butylphenyl)-1-indanone together with 118 ml of toluene are placed in a reaction vessel. At 50° C., 22.5 ml of methanol are slowly added and the reaction mixture is stirred for 6 hours at 50° C. After cooling to room temperature, 50 ml of 2N sulfuric acid are added and the mixture is stirred vigorously for another 30 minutes. The mixture is subsequently transferred to a separating funnel, the phases are separated and the aqueous p... Reactants: O=C(CN1CCc2nc(Cl)ccc2C1)N1CCN(C2CCC2)CC1, [H-], [Na+], CN(C)C=O, OC1CCCC1. Product: O=C(CN1CCc2nc(OC3CCCC3)ccc2C1)N1CCN(C2CCC2)CC1. RXN SMILES: [Cl:9][c:10]1[n:11][c:12]2[c:17]([cH:18][cH:19]1)[CH2:16][N:15]([CH2:20][C:21](=[O:22])[N:23]1[CH2:24][CH2:25][N:26]([CH:29]3[CH2:30][CH2:31][CH2:32]3)[CH2:27][CH2:28]1)[CH2:14][CH2:13]2.[H-:8].[Na+:7].[O:33]=[CH:34][N:35]([CH3:36])[CH3:37].[OH:1][CH:2]1[CH2:3][CH2:4][CH2:5][CH2:6]1>>[O:1]([CH:2]1[CH2:3][CH2:4][CH2:5][CH2:6]1)[c:10]1[n:11][c:12]2[c:17]([cH:18][cH:19]1)[CH2:16][N:15]([CH2:20][C:21](=[O:22])[N:23]1[CH2:24][CH2:25][N:26]([CH:29]3[CH2:30][CH2:31][CH2:32]3)[CH2:27][CH2:28]1)[CH2:14][CH2:13]2. Product: FC1=CC2=C(N(C(N2)=O)C2CCNCC2)C=C1C (5-Fluoro-6-methyl-1-(4-piperidinyl)-1,3-dihydro-2H-benzimidazol-2-one). Run in ClCCl (dichloromethane). Procedure: 1,1-Dimethylethyl 4-(5-fluoro-6-methyl-2-oxo-2,3-dihydro-1H-benzimidazol-1-yl)-1-piperidine-carboxylate (D29) (0.68 mmol, 239 mg) in dichloromethane (5 mL) was treated under argon at room temperature with trifluoroacetic acid (1 mL) and allowed to stir for 1 h. The mixture was concentrated, treated with 10% Na2CO3 aqueous solution, extracted 3 times with ethyl acetate. Organics were combined, dried on MgSO4, and concentrated under vacuum to give the title compound (0.64 mmol, 160 mg, 94% yield).... As a reaction SMILES: [F:1][C:2]1[C:24]([CH3:25])=[CH:23][C:5]2[N:6]([CH:10]3[CH2:15][CH2:14][N:13](C(OC(C)(C)C)=O)[CH2:12][CH2:11]3)[C:7](=[O:9])[NH:8][C:4]=2[CH:3]=1.FC(F)(F)C(O)=O>ClCCl>[F:1][C:2]1[C:24]([CH3:25])=[CH:23][C:5]2[N:6]([CH:10]3[CH2:11][CH2:12][NH:13][CH2:14][CH2:15]3)[C:7](=[O:9])[NH:8][C:4]=2[CH:3]=1. Run at time 1 hour. Isolated yield 94.1%. The reactants are FC1=CC2=C(N(C(N2)=O)C2CCN(CC2)C(=O)OC(C)(C)C)C=C1C (1,1-Dimethylethyl 4-(5-fluoro-6-methyl-2-oxo-2,3-dihydro-1H-benzimidazol-1-yl)-1-piperidine-carboxylate), FC(C(=O)O)(F)F (trifluoroacetic acid). Reactants: CC1CC(=O)NN=C1c1ccc(NCC(C)(C)NC(=O)OC(C)(C)C)cc1, CCOC(C)=O, CCOC(C)=O, Cl. The product is CC1CC(=O)NN=C1c1ccc(NCC(C)(C)N)cc1. Reaction SMILES: [C:1]([O:2][C:3](=[O:4])[NH:8][C:9]([CH2:10][NH:11][c:12]1[cH:13][cH:14][c:15]([C:18]2=[N:23][NH:22][C:21](=[O:24])[CH2:20][CH:19]2[CH3:25])[cH:16][cH:17]1)([CH3:26])[CH3:27])([CH3:5])([CH3:6])[CH3:7].[C:28]([O:29][CH2:30][CH3:31])(=[O:32])[CH3:33].[CH3:35][CH2:36][O:37][C:38](=[O:39])[CH3:40].[ClH:34]>>[NH2:8][C:9]([CH2:10][NH:11][c:12]1[cH:13][cH:14][c:15]([C:18]2=[N:23][NH:22][C:21](=[O:24])[CH2:20][CH:19]2[CH3:25])[cH:16][cH:17]1)([CH3:26])[CH3:27]. Starting materials: BrCC1=CC=C(C=C1)C=1OC2=C(N1)C=CC=C2C(=O)OC (methyl 2-(4-(bromomethyl)phenyl)benzo[d]oxazole-7-carboxylate), N1CCNCC1 (piperazine). Solvent: CO (methanol). Conditions: time 17 hour. Yields the product N1(CCNCC1)CC1=CC=C(C=C1)C=1OC2=C(N1)C=CC=C2C(=O)OC (methyl 2-(4-(piperazin-1-ylmethyl)phenyl)benzo[d]oxazole-7-carboxylate). RXN SMILES: Br[CH2:2][C:3]1[CH:8]=[CH:7][C:6]([C:9]2[O:10][C:11]3[C:17]([C:18]([O:20][CH3:21])=[O:19])=[CH:16][CH:15]=[CH:14][C:12]=3[N:13]=2)=[CH:5][CH:4]=1.[NH:22]1[CH2:27][CH2:26][NH:25][CH2:24][CH2:23]1>CO>[N:22]1([CH2:2][C:3]2[CH:8]=[CH:7][C:6]([C:9]3[O:10][C:11]4[C:17]([C:18]([O:20][CH3:21])=[O:19])=[CH:16][CH:15]=[CH:14][C:12]=4[N:13]=3)=[CH:5][CH:4]=2)[CH2:27][CH2:26][NH:25][CH2:24][CH2:23]1. Procedure: To the mixture of methyl 2-(4-(bromomethyl)phenyl)benzo[d]oxazole-7-carboxylate (250 mg, 0.72 mmol) in methanol (2 mL), was added piperazine (186 mg, 2.16 mmol), and the resulting mixture was stirred at room temperature for 17 hr, then the solvents were evaporated to give methyl 2-(4-(piperazin-1-ylmethyl)phenyl)benzo[d]oxazole-7-carboxylate LC-MS (ESI) m/z 352 [M+1]+. The reactants are Cc1ncccc1Cn1c(COCc2ccccc2)nc(C(C)C)c1Sc1cc(Cl)cc(Cl)c1, CCO, Cl. The product is Cc1ncccc1Cn1c(CO)nc(C(C)C)c1Sc1cc(Cl)cc(Cl)c1. Reaction SMILES: [CH2:1]([c:2]1[cH:3][cH:4][cH:5][cH:6][cH:7]1)[O:8][CH2:9][c:10]1[n:11]([CH2:27][c:28]2[c:29]([CH3:34])[n:30][cH:31][cH:32][cH:33]2)[c:12]([S:18][c:19]2[cH:20][c:21]([Cl:26])[cH:22][c:23]([Cl:25])[cH:24]2)[c:13]([CH:15]([CH3:16])[CH3:17])[n:14]1.[CH3:35][CH2:36][OH:37].[ClH:38]>>[OH:8][CH2:9][c:10]1[n:11]([CH2:27][c:28]2[c:29]([CH3:34])[n:30][cH:31][cH:32][cH:33]2)[c:12]([S:18][c:19]2[cH:20][c:21]([Cl:26])[cH:22][c:23]([Cl:25])[cH:24]2)[c:13]([CH:15]([CH3:16])[CH3:17])[n:14]1. The product is CN1C(=CC=C1)CC(=O)OCC (Ethyl 1-methylpyrrole-2-acetate). Run in C(C)(=O)O (acetic acid), O (water). Reaction SMILES: S(S([O-])=O)([O-])=O.[Na+].[Na+].COC1C=CC(N=[C:18]([C:24]2[N:25]([CH3:29])[CH:26]=[CH:27][CH:28]=2)[C:19]([O:21][CH2:22][CH3:23])=[O:20])=CC=1.S(S([O-])=O)([O-])=O>C(O)(=O)C.O>[CH3:29][N:25]1[CH:26]=[CH:27][CH:28]=[C:24]1[CH2:18][C:19]([O:21][CH2:22][CH3:23])=[O:20] |f:0.1.2|. Reported procedure: Three equivalents of sodium dithionite (0.36 g) is added in one portion with vigorous stirring to a solution of 0.2 g ethyl α-(4-methoxyphenylimino)-1-methylpyrrole-2-acetate in 6 ml glacial acetic acid plus 2.5 ml water. After ten minutes two additional equivalents of dithionite is added. After 10 mins more, a sufficient sample for G.C. analysis is poured into ice and extracted with chloroform. Analysis by gas chromatography (G.C.) with an internal standard measures 34% ethyl 1-methylpyrrole-2-... Reactants: S(=O)([O-])S(=O)[O-].[Na+].[Na+] (sodium dithionite), S(=O)([O-])S(=O)[O-] (dithionite), COC1=CC=C(C=C1)N=C(C(=O)OCC)C=1N(C=CC1)C (ethyl α-(4-methoxyphenylimino)-1-methylpyrrole-2-acetate). Reaction conditions: time 10 minute. The reactants are Brc1ccc(OCc2ccccc2)cc1, CON(C)C(=O)c1ccccc1N, [Li]CCCC, Cl, C1CCOC1. Product: Nc1ccccc1C(=O)c1ccc(OCc2ccccc2)cc1. Reaction SMILES: [CH2:14]([c:15]1[cH:16][cH:17][cH:18][cH:19][cH:20]1)[O:21][c:22]1[cH:23][cH:24][c:25]([Br:28])[cH:26][cH:27]1.[CH3:1][O:2][N:3]([C:4]([c:5]1[c:6]([NH2:7])[cH:8][cH:9][cH:10][cH:11]1)=[O:12])[CH3:13].[CH3:29][CH2:30][CH2:31][CH2:32][Li:33].[ClH:34].[O:35]1[CH2:36][CH2:37][CH2:38][CH2:39]1>>[C:4]([c:5]1[c:6]([NH2:7])[cH:8][cH:9][cH:10][cH:11]1)(=[O:12])[c:25]1[cH:24][cH:23][c:22]([O:21][CH2:14][c:15]2[cH:16][cH:17][cH:18][cH:19][cH:20]2)[cH:27][cH:26]1. Run in CN(C)C=O (DMF). The reactants are ClC1=C(C(=CC=C1)Cl)CS(=O)(=O)C=1C=C2/C(/C(NC2=CC1)=O)=C/C1=C(C(=C(N1)C)C(=O)O)C (5-[5-(2,6-dichloro-phenylmethanesulfonyl)-2-oxo-1,2-dihydro-indol-(3Z)-ylidenemethyl]-2,4-dimethyl-1H-pyrrole-3-carboxylic acid), C=1C=CC2=C(C1)N=NN2O (HOBt), CCN=C=NCCCN(C)C (EDAC), TEA, C1(CC1)NC[C@H]1CNCCC1 (cyclopropyl-(R)-1-piperidin-3-ylmethyl-amine). Product: C1(CC1)NC[C@H]1CN(CCC1)C(=O)C=1C(=C(NC1C)\C=C\1/C(NC2=CC=C(C=C12)S(=O)(=O)CC1=C(C=CC=C1Cl)Cl)=O)C (3-[1-[4-((S)-3-Cyclopropylaminomethyl-piperidine-1-carbonyl)-3,5-dimethyl-1H-pyrrol-2-yl]-meth-(Z)-ylidene]-5-(2,6-dichloro-phenylmethanesulfonyl)-1,3-dihydro-indol-2-one). Procedure details: A mixture of 5-[5-(2,6-dichloro-phenylmethanesulfonyl)-2-oxo-1,2-dihydro-indol-(3Z)-ylidenemethyl]-2,4-dimethyl-1H-pyrrole-3-carboxylic acid (200 mg, 0.4 mmol), HOBt (54 mg, 1 eq.), EDAC (77 mg, 1 eq.), TEA (0.17 mL) and cyclopropyl-(R)-1-piperidin-3-ylmethyl-amine (110 mg, 0.48 mmol) in DMF (3 mL) was stirred at rt for overnight. The reaction was concentrated and purified on a silica gel column to give 45 mg of the titled compound. Isolated yield 17.5%. Conditions: time 8 hour. As a reaction SMILES: [Cl:1][C:2]1[CH:7]=[CH:6][CH:5]=[C:4]([Cl:8])[C:3]=1[CH2:9][S:10]([C:13]1[CH:14]=[C:15]2[C:19](=[CH:20][CH:21]=1)[NH:18][C:17](=[O:22])/[C:16]/2=[CH:23]\[C:24]1[NH:28][C:27]([CH3:29])=[C:26]([C:30](O)=[O:31])[C:25]=1[CH3:33])(=[O:12])=[O:11].C1C=CC2N(O)N=NC=2C=1.CCN=C=NCCCN(C)C.[CH:55]1([NH:58][CH2:59][C@@H:60]2[CH2:65][CH2:64][CH2:63][NH:62][CH2:61]2)[CH2:57][CH2:56]1>CN(C=O)C>[CH:55]1([NH:58][CH2:59][C@@H:60]2[CH2:65][CH2:64][CH2:63][N:62]([C:30]([C:26]3[C:25]([CH3:33])=[C:24](/[CH:23]=[C:16]4\[C:17](=[O:22])[NH:18][C:19]5[C:15]\4=[CH:14][C:13]([S:10]([CH2:9][C:3]4[C:4]([Cl:8])=[CH:5][CH:6]=[CH:7][C:2]=4[Cl:1])(=[O:12])=[O:11])=[CH:21][CH:20]=5)[NH:28][C:27]=3[CH3:29])=[O:31])[CH2:61]2)[CH2:57][CH2:56]1.